Dataset: the Open Reaction Database (ORD), a public repository of structured organic reaction records. Task: describe an organic reaction: reactants, conditions, products, and yield Starting materials: [Ba], CCCCC(=O)N(Cc1ccc(-c2ccccc2-c2nnn[nH]2)cc1)C(C(=O)O)C(C)C, CCOC(C)=O, Cl, O. Product: CCCCC(=O)N(Cc1ccc(-c2ccccc2-c2nnn[nH]2)cc1)C(C(=O)O)C(C)C. Reaction SMILES: [Ba:33].[CH3:1][CH2:2][CH2:3][CH2:4][C:5](=[O:6])[N:7]([CH2:8][c:9]1[cH:10][cH:11][c:12](-[c:15]2[cH:16][cH:17][cH:18][cH:19][c:20]2-[c:21]2[n:22][n:23][n:24][nH:25]2)[cH:13][cH:14]1)[CH:26]([CH:27]([CH3:28])[CH3:29])[C:30]([OH:31])=[O:32].[CH3:35][CH2:36][O:37][C:38](=[O:39])[CH3:40].[ClH:34].[OH2:41]>>[CH3:1][CH2:2][CH2:3][CH2:4][C:5](=[O:6])[N:7]([CH2:8][c:9]1[cH:10][cH:11][c:12](-[c:15]2[cH:16][cH:17][cH:18][cH:19][c:20]2-[c:21]2[nH:22][n:23][n:24][n:25]2)[cH:13][cH:14]1)[CH:26]([CH:27]([CH3:28])[CH3:29])[C:30](=[O:31])[OH:32]. As a reaction SMILES: [Al+3:14].[CH2:19]1[O:20][CH2:21][CH2:22][CH2:23]1.[CH:1]1([NH:4][C:5](=[O:6])[CH:7]2[NH:8][CH2:9][CH:10]([OH:12])[CH2:11]2)[CH2:2][CH2:3]1.[H-:13].[H-:16].[H-:17].[H-:18].[Li+:15]>>[CH:1]1([NH:4][CH2:5][CH:7]2[NH:8][CH2:9][CH:10]([OH:12])[CH2:11]2)[CH2:2][CH2:3]1. The product is OC1CNC(CNC2CC2)C1. Starting materials: [Al+3], C1CCOC1, O=C(NC1CC1)C1CC(O)CN1, [H-], [H-], [H-], [H-], [Li+]. The reactants are C(C)(C)(C)OC([C@H](N(S(=O)(=O)C1=CC2=CC=C(C=C2C=C1)OS(=O)(=O)C(F)(F)F)CCC(C)C)C(C)C)=O (N-isoamyl-N-(6-trifluoromethanesulfonyloxy naphthalene-2-sulfonyl)-D-valine tert-butyl ester), [Cl-].[Li+] (lithium chloride), C[Sn](C)(C)C (tetramethyl tin). Reagents/catalysts: C1(=CC=CC=C1)P(C1=CC=CC=C1)(C1=CC=CC=C1)[Pd](P(C1=CC=CC=C1)(C1=CC=CC=C1)C1=CC=CC=C1)(Cl)Cl (bistriphenylphosphino palladium dichloride). Solvent: CN(C=O)C (N,N-dimethylformamide). Conditions: temperature 80 celsius. Yields the product C(C)(C)(C)OC([C@H](N(S(=O)(=O)C1=CC2=CC=C(C=C2C=C1)C)CCC(C)C)C(C)C)=O (N-Isoamyl-N-(6-methyl naphthalene-2-sulfonyl)-D-valine tert-butyl ester). Isolated yield 48.5%. Reaction SMILES: [C:1]([O:5][C:6](=[O:38])[C@@H:7]([CH:35]([CH3:37])[CH3:36])[N:8]([CH2:30][CH2:31][CH:32]([CH3:34])[CH3:33])[S:9]([C:12]1[CH:21]=[CH:20][C:19]2[C:14](=[CH:15][CH:16]=[C:17](OS(C(F)(F)F)(=O)=O)[CH:18]=2)[CH:13]=1)(=[O:11])=[O:10])([CH3:4])([CH3:3])[CH3:2].[Cl-].[Li+].[CH3:41][Sn](C)(C)C>CN(C)C=O.C1(P([Pd](Cl)(Cl)P(C2C=CC=CC=2)(C2C=CC=CC=2)C2C=CC=CC=2)(C2C=CC=CC=2)C2C=CC=CC=2)C=CC=CC=1>[C:1]([O:5][C:6](=[O:38])[C@@H:7]([CH:35]([CH3:36])[CH3:37])[N:8]([CH2:30][CH2:31][CH:32]([CH3:33])[CH3:34])[S:9]([C:12]1[CH:21]=[CH:20][C:19]2[C:14](=[CH:15][CH:16]=[C:17]([CH3:41])[CH:18]=2)[CH:13]=1)(=[O:10])=[O:11])([CH3:3])([CH3:4])[CH3:2] |f:1.2|. Reported procedure: To a solution of N-isoamyl-N-(6-trifluoromethanesulfonyloxy naphthalene-2-sulfonyl)-D-valine tert-butyl ester (1.1 g, 1.89 mmol) in N,N-dimethylformamide (20 mL) is added lithium chloride (0.40 g, 9.5 mmol), tetramethyl tin (0.525 mL, 3.79 mmol), and bistriphenylphosphino palladium dichloride (0.066 g, 0.095 mmol). The reaction is heated to 80° C. for 16 h. The reaction is allowed to cool to ambient temperature and filtered through Celite. The filtrate is poured over water and extracted three ti... Starting materials: CSc1nccc(-c2nc(=O)c3ccccc3s2)n1, ClC(Cl)Cl, O=C(OO)c1cccc(Cl)c1. Yields the product CS(=O)c1nccc(-c2nc(=O)c3ccccc3s2)n1. Reaction SMILES: [CH3:1][S:2][c:3]1[n:4][c:5](-[c:9]2[s:10][c:11]3[c:12]([c:13](=[O:15])[n:14]2)[cH:16][cH:17][cH:18][cH:19]3)[cH:6][cH:7][n:8]1.[CH:31]([Cl:32])([Cl:33])[Cl:34].[OH:20][O:21][C:22]([c:23]1[cH:24][c:25]([Cl:26])[cH:27][cH:28][cH:29]1)=[O:30]>>[CH3:1][S:2]([c:3]1[n:4][c:5](-[c:9]2[s:10][c:11]3[c:12]([c:13](=[O:15])[n:14]2)[cH:16][cH:17][cH:18][cH:19]3)[cH:6][cH:7][n:8]1)=[O:20]. Starting materials: CCOC(=O)C.CCCCCC (EtOAc hexane), C1=CC=C(C=C1)NC(=O)/C=N\O (α-Isonitrosoacetanilide), OS(=O)(=O)O (H2SO4), [K+].[Br-] (KBr). Run at temperature 65 celsius. The product is BrC1=C2C(C(NC2=CC=C1OC)=O)=O (4-Bromo-5-methoxyisatin). Yield: 25.0%. RXN SMILES: [CH:1]1[CH:6]=[CH:5][C:4]([NH:7][C:8](/[CH:10]=N\O)=[O:9])=[CH:3][CH:2]=1.[OH:13]S(O)(=O)=O.[K+].[Br-:19].C[CH2:21][O:22]C(C)=O.CCCCCC>>[Br:19][C:6]1[C:1]([O:22][CH3:21])=[CH:2][CH:3]=[C:4]2[C:5]=1[C:10](=[O:13])[C:8](=[O:9])[NH:7]2 |f:2.3,4.5|. Procedure details: Vacuum dried α-Isonitrosoacetanilide (12) (3.0 g; 11 mmol) was slowly added to 8 ml conc. H2SO4 at 50° C. while being stirred. The reaction mixture first became yellow, and then turned dark. The temperature was raised to 65° C. for 10 minutes, and the reaction was followed by TLC (EtOAc/hexane; 40:60). Heating at 65°-70° C. was resumed until all the starting material was consumed as judged by TLC. Upon completion, the reaction mixture was cooled and added to 80 g of crushed ice with stirring. A ... Starting materials: C[Mg+], O=C1C=CCCCCCCCCCCCC1, Cl[Cu], Cl, [I-], [Mg]. Product: CC1CCCCCCCCCCCCC(=O)C1. Reaction SMILES: [CH3:18][Mg+:19].[CH:1]1=[CH:2][C:3](=[O:16])[CH2:4][CH2:5][CH2:6][CH2:7][CH2:8][CH2:9][CH2:10][CH2:11][CH2:12][CH2:13][CH2:14][CH2:15]1.[Cl:22][Cu:23].[ClH:20].[I-:17].[Mg:21]>>[CH:1]1([CH3:18])[CH2:2][C:3](=[O:16])[CH2:4][CH2:5][CH2:6][CH2:7][CH2:8][CH2:9][CH2:10][CH2:11][CH2:12][CH2:13][CH2:14][CH2:15]1. The reactants are CC1CN(C(=O)c2ccccc2)CCN1c1nnc(Cl)c2ncccc12, OB(O)c1ccc(C(F)(F)F)cc1, [Na+], [Na+], O=C([O-])[O-], c1ccc(P(c2ccccc2)(c2ccccc2)[Pd](P(c2ccccc2)(c2ccccc2)c2ccccc2)(P(c2ccccc2)(c2ccccc2)c2ccccc2)P(c2ccccc2)(c2ccccc2)c2ccccc2)cc1. Product: CC1CN(C(=O)c2ccccc2)CCN1c1nnc(-c2ccc(C(F)(F)F)cc2)c2ncccc12. As a reaction SMILES: [Cl:1][c:2]1[c:3]2[c:4]([c:5]([N:8]3[CH:9]([CH3:22])[CH2:10][N:11]([C:14](=[O:15])[c:16]4[cH:17][cH:18][cH:19][cH:20][cH:21]4)[CH2:12][CH2:13]3)[n:6][n:7]1)[cH:23][cH:24][cH:25][n:26]2.[F:33][C:34]([c:35]1[cH:36][cH:37][c:38]([B:41]([OH:42])[OH:43])[cH:39][cH:40]1)([F:44])[F:45].[Na+:27].[Na+:28].[O-:29][C:30](=[O:31])[O-:32].[cH:46]1[cH:47][cH:48][c:49]([P:50]([Pd:51]([P:52]([c:53]2[cH:54][cH:55][cH:56][cH:57][cH:58]2)([c:59]2[cH:60][cH:61][cH:62][cH:63][cH:64]2)[c:65]2[cH:66][cH:67][cH:68][cH:69][cH:70]2)([P:71]([c:72]2[cH:73][cH:74][cH:75][cH:76][cH:77]2)([c:78]2[cH:79][cH:80][cH:81][cH:82][cH:83]2)[c:84]2[cH:85][cH:86][cH:87][cH:88][cH:89]2)[P:90]([c:91]2[cH:92][cH:93][cH:94][cH:95][cH:96]2)([c:97]2[cH:98][cH:99][cH:100][cH:101][cH:102]2)[c:103]2[cH:104][cH:105][cH:106][cH:107][cH:108]2)([c:109]2[cH:110][cH:111][cH:112][cH:113][cH:114]2)[c:115]2[cH:116][cH:117][cH:118][cH:119][cH:120]2)[cH:121][cH:122]1>>[c:2]1(-[c:38]2[cH:37][cH:36][c:35]([C:34]([F:33])([F:44])[F:45])[cH:40][cH:39]2)[c:3]2[c:4]([c:5]([N:8]3[CH:9]([CH3:22])[CH2:10][N:11]([C:14](=[O:15])[c:16]4[cH:17][cH:18][cH:19][cH:20][cH:21]4)[CH2:12][CH2:13]3)[n:6][n:7]1)[cH:23][cH:24][cH:25][n:26]2.